From a dataset of the Open Reaction Database (ORD), a public repository of structured organic reaction records. describe an organic reaction: reactants, conditions, products, and yield The reactants are C=1C=CC2=C(C1)NC(=O)O2 (Benzoxazolinone), CN (methylamine). Yields the product OC1=C(C=CC=C1)NC(=O)NC (N-(2-Hydroxyphenyl)-N'-methylurea). As a reaction SMILES: [CH:1]1[CH:2]=[CH:3][C:4]2[O:10][C:8](=[O:9])[NH:7][C:5]=2[CH:6]=1.[CH3:11][NH2:12]>>[OH:10][C:4]1[CH:3]=[CH:2][CH:1]=[CH:6][C:5]=1[NH:7][C:8]([NH:12][CH3:11])=[O:9]. Reported procedure: Benzoxazolinone (1 mole) was stirred with 2 moles of methylamine (25% aqueous solution) for 48 hours at 50° C., then some of the water and the excess of methylamine were distilled off at 60° C. under reduced pressure. The desired urea crystallised out on cooling; it had m.pt. 130° C. (decomp.). Starting materials: N1CCC1 (azetidine), COC(CCCCl)OC (4-chlorobutanal dimethylacetal), C(=O)([O-])[O-].[K+].[K+] (K2CO3), O (Water). Run in CN(C)C=O (DMF). The product is COC(CCCN1CCC1)OC (4-(1-Azetidinyl)butanal dimethylacetal). Reaction SMILES: [NH:1]1[CH2:4][CH2:3][CH2:2]1.[CH3:5][O:6][CH:7]([O:12][CH3:13])[CH2:8][CH2:9][CH2:10]Cl.C([O-])([O-])=O.[K+].[K+].O>CN(C=O)C>[CH3:5][O:6][CH:7]([O:12][CH3:13])[CH2:8][CH2:9][CH2:10][N:1]1[CH2:4][CH2:3][CH2:2]1 |f:2.3.4|. Reported procedure: A mixture of azetidine (2.0 g, 35.0 mmol), 4-chlorobutanal dimethylacetal (5.88 g, 39.0 mmol) and K2CO3 (5.38 g, 39.0 mmol), in anhydrous DMF (100ml), was stirred at room temperature for 72 h. Water (50 ml) was added and the mixture extracted with EtOAc (3×150 ml). The combined extracts were washed with H2O (3×50ml), dried (Na2SO4) and evaporated. The crude product was purified by distillation (1.2 g). δ (360 MHz, CDCl3) 1.35-1.42 (2H, m, CH2), 1.57-1.64 (2H, m, CH2), 2.00-2.40 (2H, m, CH2), 2.3... Procedure details: To a mixture of 4-fluoro-3-methoxyaniline (2.0 g, 14.2 mmol) in CH2Cl2 (20 mL) at 0° C. was added 1.0 M solution of BBr3 in CH2Cl2 (40 mL). It was stirred overnight, at which time the temperature was raised to room temperature. To it was added MeOH and the solvents were removed under reduced pressure. To the residue was added water, basified with saturated NaHCO3, and extracted with EtOAc. Extracts were washed with brine, dried over MgSO4, and concentrated under reduced pressure to afford 5-amin... RXN SMILES: [F:1][C:2]1[CH:8]=[CH:7][C:5]([NH2:6])=[CH:4][C:3]=1[O:9]C.B(Br)(Br)Br.CO>C(Cl)Cl>[NH2:6][C:5]1[CH:7]=[CH:8][C:2]([F:1])=[C:3]([OH:9])[CH:4]=1. Run at time 8 hour. Solvent: C(Cl)Cl (CH2Cl2), C(Cl)Cl (CH2Cl2). Reactants: CO (MeOH), FC1=C(C=C(N)C=C1)OC (4-fluoro-3-methoxyaniline), solution, B(Br)(Br)Br (BBr3). Product: NC=1C=CC(=C(C1)O)F (5-amino-2-fluorophenol). Isolated yield 72.0%. The reactants are COC(=O)C1=NC=C(N=C1N(C(=O)OC(C)(C)C)C(=O)OC(C)(C)C)C=C (3-(di-tert-butoxycarbonyl-amino)-5-vinyl-pyrazine-2-carboxylic acid methyl ester), C([O-])(O)=O.[Na+] (sodium bicarbonate), CSC (dimethyl sulfide). Solvent: C(Cl)Cl (DCM), CO (MeOH), C(Cl)Cl (DCM). Run at temperature -78 celsius. The product is COC(=O)C1=NC=C(N=C1N(C(=O)OC(C)(C)C)C(=O)OC(C)(C)C)C=O (3-(di-tert-Butoxycarbonyl-amino)-5-formyl-pyrazine-2-carboxylic acid methyl ester). As a reaction SMILES: [CH3:1][O:2][C:3]([C:5]1[C:10]([N:11]([C:19]([O:21][C:22]([CH3:25])([CH3:24])[CH3:23])=[O:20])[C:12]([O:14][C:15]([CH3:18])([CH3:17])[CH3:16])=[O:13])=[N:9][C:8]([CH:26]=C)=[CH:7][N:6]=1)=[O:4].C(=O)(O)[O-:29].[Na+].CSC>C(Cl)Cl.CO>[CH3:1][O:2][C:3]([C:5]1[C:10]([N:11]([C:19]([O:21][C:22]([CH3:25])([CH3:24])[CH3:23])=[O:20])[C:12]([O:14][C:15]([CH3:16])([CH3:18])[CH3:17])=[O:13])=[N:9][C:8]([CH:26]=[O:29])=[CH:7][N:6]=1)=[O:4] |f:1.2|. Reported procedure: A mixture of 3-(di-tert-butoxycarbonyl-amino)-5-vinyl-pyrazine-2-carboxylic acid methyl ester (1 g, 2.64 mmol) and sodium bicarbonate (0.332 g, 3.95 mmol) in DCM (45 ml) and MeOH (15 ml) was cooled to −78° C. and purged with oxygen for 5 min. The reaction mixture was treated with ozone for 40 min until the mixture turned blue. The reaction mixture was purged with oxygen for 10 min and with nitrogen for 10 min, then dimethyl sulfide (0.487 ml, 6.59 mmol) was added at −78° C. and the mixture was a... Reactants: BrC=1C=C(C(C2=CC=C(C=C2)Cl)O)C=CC1 (3-bromo-4'-chlorobenzhydryl alcohol), S(=O)(Cl)Cl (thionyl chloride). Solvent: C(Cl)Cl (methylene chloride), N1=CC=CC=C1 (pyridine), C(Cl)Cl (methylene chloride). Reaction conditions: time 8 hour. Yields the product BrC=1C=C(C(C2=CC=C(C=C2)Cl)Cl)C=CC1 (3-bromo-4'-chlorobenzhydryl chloride). Isolated yield 103.0%. RXN SMILES: [Br:1][C:2]1[CH:3]=[C:4]([CH:14]=[CH:15][CH:16]=1)[CH:5](O)[C:6]1[CH:11]=[CH:10][C:9]([Cl:12])=[CH:8][CH:7]=1.S(Cl)([Cl:19])=O>C(Cl)Cl.N1C=CC=CC=1>[Br:1][C:2]1[CH:3]=[C:4]([CH:14]=[CH:15][CH:16]=1)[CH:5]([Cl:19])[C:6]1[CH:11]=[CH:10][C:9]([Cl:12])=[CH:8][CH:7]=1. Reported procedure: A solution of the above benzhydryl alcohol (13.0 g, 43 mmol) in 100 mL of methylene chloride and 5 mL of pyridine was stirred at room temperature during dropwise addition of 4.7 mL (64 mmol) of thionyl chloride in 20 mL of methylene chloride. After stirring overnight, the reaction solution was washed with two 60 mL portions of 1M hydrochloric acid and 50 mL of water and dried over magnesium sulfate. Evaporation of the solvent gave 14.0 g of 3-bromo-4'-chlorobenzhydryl chloride as a pale yellow o... Starting materials: C[Si](C)(C)Cl (trimethylsilylchloride), C(=C)[C@@H]1CC[C@H](CC1)C(=O)O (trans-4-vinylcyclohexane carboxylic acid), resultant product. Run in CO (methanol). Yields the product C(=C)[C@@H]1CC[C@H](CC1)C(=O)OC (methyl trans-4-vinylcyclohexane carboxylate). Yield: 19050.6%. RXN SMILES: [CH:1]([C@H:3]1[CH2:8][CH2:7][C@H:6]([C:9]([OH:11])=[O:10])[CH2:5][CH2:4]1)=[CH2:2].[CH3:12][Si](Cl)(C)C>CO>[CH:1]([C@H:3]1[CH2:8][CH2:7][C@H:6]([C:9]([O:11][CH3:12])=[O:10])[CH2:5][CH2:4]1)=[CH2:2]. Procedure: 23.0 g of trans-4-vinylcyclohexane carboxylic acid was dissolved in 120 mL of methanol, and added with 0.1 g of trimethylsilylchloride, which was then subjected to reflux for 6 hours. Then, the resultant product was cooled to room temperature and concentrated under reduced pressure. 150 mL of hexane was added thereto, and the methanol phase was separated. Then, the methanol phase was extracted with hexane, and the organic layers were combined and washed with saturated saline. The resultant produ... Procedure: 0.1 mol of 2-amino-1-nitro-prop-1-ene and 0.1 mol of 2-chloro-1-(3-nitrophenyl)-but-1-ene-3-one were heated in boiling ethanol, analogously to Example 18. 3-Chloro-1,4-dihydro-2,6-dimethyl-5-nitro-4-(3-nitrophenyl)pyridine of melting point 198° C. (decomposition) was obtained. Yield: Product: ClC1=C(NC(=C(C1C1=CC(=CC=C1)[N+](=O)[O-])[N+](=O)[O-])C)C (3-Chloro-1,4-dihydro-2,6-dimethyl-5-nitro-4-(3-nitrophenyl)pyridine). As a reaction SMILES: [NH2:1][C:2]([CH3:7])=[CH:3][N+:4]([O-:6])=[O:5].[Cl:8][C:9]([C:20](=O)[CH3:21])=[CH:10][C:11]1[CH:16]=[CH:15][CH:14]=[C:13]([N+:17]([O-:19])=[O:18])[CH:12]=1>C(O)C>[Cl:8][C:9]1[CH:10]([C:11]2[CH:16]=[CH:15][CH:14]=[C:13]([N+:17]([O-:19])=[O:18])[CH:12]=2)[C:3]([N+:4]([O-:6])=[O:5])=[C:2]([CH3:7])[NH:1][C:20]=1[CH3:21]. Reactants: NC(=C[N+](=O)[O-])C (2-amino-1-nitro-prop-1-ene), ClC(=CC1=CC(=CC=C1)[N+](=O)[O-])C(C)=O (2-chloro-1-(3-nitrophenyl)-but-1-ene-3-one). The solvent is C(C)O (ethanol). The reactants are C(=O)([O-])[O-].[K+].[K+] (K2CO3), C(C)OC(C1=CC(=C(C(=C1)I)OCCO)Br)=O (3-bromo-4-(2-hydroxyethoxy)-5-iodobenzoic acid ethyl ester), ClC=1C=C(C=CC1F)B(O)O (3-chloro-4-fluorophenylboronic acid), product, [1,1í-bis(diphenylphosphino)ferrocene]dichloropalladium(II), C(Cl)Cl (CH2Cl2), product. The solvent is Cl (HCl), O (H2O), O (H2O), O1CCOCC1 (dioxane). Reaction conditions: time 5 minute. Yields the product C(C)OC(C1=CC(=C(C(=C1)C1=CC(=C(C=C1)F)Cl)OCCO)Br)=O (3-Bromo-4-(2-hydroxyethoxy)-5-(3-chloro-4-fluorophenyl)benzoic acid ethyl ester). RXN SMILES: C([O-])([O-])=O.[K+].[K+].[CH2:7]([O:9][C:10](=[O:23])[C:11]1[CH:16]=[C:15](I)[C:14]([O:18][CH2:19][CH2:20][OH:21])=[C:13]([Br:22])[CH:12]=1)[CH3:8].[Cl:24][C:25]1[CH:26]=[C:27](B(O)O)[CH:28]=[CH:29][C:30]=1[F:31].C(Cl)Cl>O.Cl.O1CCOCC1>[CH2:7]([O:9][C:10](=[O:23])[C:11]1[CH:16]=[C:15]([C:27]2[CH:28]=[CH:29][C:30]([F:31])=[C:25]([Cl:24])[CH:26]=2)[C:14]([O:18][CH2:19][CH2:20][OH:21])=[C:13]([Br:22])[CH:12]=1)[CH3:8] |f:0.1.2|. Procedure details: To a stirred solution of K2CO3 (4.99 g, 36.1 mmol) in 18 mL H2O was added 145 mL dioxane, 3-bromo-4-(2-hydroxyethoxy)-5-iodobenzoic acid ethyl ester (5.0 g, 12.04 mmol), and 3-chloro-4-fluorophenylboronic acid (2.1 g, 12.04 mmol) at room temperature. This mixture was stirred for 5 min then degassed twice. Then [1,1í-bis(diphenylphosphino)ferrocene]dichloropalladium(II), complex with CH2Cl2 (49 mg, 0.06 mmol) was added. The reaction was stirred for three hours then 98 mg, 0.12 mmol, of the cataly...